Task: describe an organic reaction: reactants, conditions, products, and yield. Dataset: the Open Reaction Database (ORD), a public repository of structured organic reaction records The reactants are C1=CC2=C(C(=C1)C(=O)O)OC3=C2C=CC=C3C(=O)O (4,6-dibenzofurandicarboxylic acid), CC=1C=CC(=CC1)S(=O)(=O)N (p-toluenesulfonamide), N1=CC=CC=C1 (pyridine), P(Cl)(Cl)(Cl)(Cl)Cl (phosphorous pentachloride). Run in O (water). Reaction conditions: temperature 200 celsius. Yields the product C(#N)C1=CC=CC2=C1OC1=C2C=CC=C1C#N (4,6-dicyanodibenzofuran). Reaction SMILES: [CH:1]1[CH:6]=[C:5]([C:7](O)=O)[C:4]2[O:10][C:11]3C(C(O)=O)=CC=C[C:12]=3[C:3]=2[CH:2]=1.CC1C=CC(S([NH2:30])(=O)=O)=CC=1.P(Cl)(Cl)(Cl)(Cl)Cl.[N:37]1[CH:42]=[CH:41][CH:40]=[CH:39][CH:38]=1>O>[C:42]([C:41]1[C:11]2[O:10][C:4]3[C:5]([C:7]#[N:30])=[CH:6][CH:1]=[CH:2][C:3]=3[C:12]=2[CH:38]=[CH:39][CH:40]=1)#[N:37]. Reported procedure: To a mixture of one equivalent of 4,6-dibenzofurandicarboxylic acid [H. Gilman and R. Young, J. Am. Chem. Soc. 57, 1121 (1935)] and 2.2 equivalents of p-toluenesulfonamide is added 4.5 equivalents of phosphorous pentachloride. When the initial reaction subsides the reaction mixture is heated to 200° C. and the solid residue remaining is cooled and treated with pyridine and water. The suspension is filtered, washed with water and suspended in dilute sodium hydroxide solution followed by filtratio... Reactants: CCN(C(C)C)C(C)C (DIPEA), CS(=O)(=O)Cl (methanesulfonyl chloride), C12NCC(C(=C1)C1=CC=C3C(=N1)N(C(N3CC(C)(C)C)=O)C)CC2 (5-(2-Azabicyclo[2.2.2]oct-5-en-5-yl)-1-(2,2-dimethylpropyl)-3-methyl-1,3-dihydro-2H-imidazo[4,5-b]pyridin-2-one). Solvent: C(Cl)Cl (DCM). Reaction conditions: time 10 minute. The product is CC(CN1C(N(C2=NC(=CC=C21)C=2C1CN(C(C2)CC1)S(=O)(=O)C)C)=O)(C)C (1-(2,2-Dimethylpropyl)-3-methyl-5-[2-(methylsulfonyl)-2-azabicyclo-[2.2.2]oct-5-en-5-yl]-1,3-dihydro-2H-imidazo[4,5-b]pyridin-2-one). Reaction SMILES: [CH:1]12[CH2:24][CH2:23][CH:4]([C:5]([C:7]3[N:12]=[C:11]4[N:13]([CH3:22])[C:14](=[O:21])[N:15]([CH2:16][C:17]([CH3:20])([CH3:19])[CH3:18])[C:10]4=[CH:9][CH:8]=3)=[CH:6]1)[CH2:3][NH:2]2.CCN(C(C)C)C(C)C.[CH3:34][S:35](Cl)(=[O:37])=[O:36]>C(Cl)Cl>[CH3:18][C:17]([CH3:19])([CH3:20])[CH2:16][N:15]1[C:10]2[C:11](=[N:12][C:7]([C:5]3[CH:4]4[CH2:23][CH2:24][CH:1]([CH:6]=3)[N:2]([S:35]([CH3:34])(=[O:37])=[O:36])[CH2:3]4)=[CH:8][CH:9]=2)[N:13]([CH3:22])[C:14]1=[O:21]. Reported procedure: 5-(2-Azabicyclo[2.2.2]oct-5-en-5-yl)-1-(2,2-dimethylpropyl)-3-methyl-1,3-dihydro-2H-imidazo[4,5-b]pyridin-2-one (2-5, 25 mg, 0.08 mmol, 1.0 equiv) was added to anhydrous DCM (0.80 mL). To this solution was added DIPEA (40 μL, 0.23 mmol, 3.0 equiv) and methanesulfonyl chloride (12 μL, 0.15 mmol, 2.0 equiv) and the resulting mixture was allowed to stir at room temperature for 10 min. Following this duration, LCMS showed consumption of starting material. Saturated NaHCO3 (3 mL) and ethyl acetate (3... RXN SMILES: [F:1][C:2]([C:5]1[O:9][C:8]([CH2:10][N:11]2[CH:15]=[CH:14][C:13]([NH2:16])=[N:12]2)=[CH:7][CH:6]=1)([F:4])[CH3:3].[CH3:17][O:18][C:19]1[C:24]([O:25][CH3:26])=[CH:23][CH:22]=[CH:21][C:20]=1/[CH:27]=[CH:28]/[C:29](O)=[O:30]>>[F:4][C:2]([C:5]1[O:9][C:8]([CH2:10][N:11]2[CH:15]=[CH:14][C:13]([NH:16][C:29](=[O:30])/[CH:28]=[CH:27]/[C:20]3[CH:21]=[CH:22][CH:23]=[C:24]([O:25][CH3:26])[C:19]=3[O:18][CH3:17])=[N:12]2)=[CH:7][CH:6]=1)([F:1])[CH3:3]. Reported procedure: Following general procedure B, starting from 1-[5-(1,1-difluoro-ethyl)-furan-2-ylmethyl]-1H-pyrazol-3-ylamine and (E)-3-(2,3-dimethoxy-phenyl)-acrylic acid. LC-MS-conditions 05b: tR=1.09 min; [M+H]+=418.09. Product: FC(C)(F)C1=CC=C(O1)CN1N=C(C=C1)NC(\C=C\C1=C(C(=CC=C1)OC)OC)=O ((E)-N-{1-[5-(1,1-Difluoro-ethyl)-furan-2-ylmethyl]-1H-pyrazol-3-yl}-3-(2,3-dimethoxy-phenyl)-acrylamide). Reactants: FC(C)(F)C1=CC=C(O1)CN1N=C(C=C1)N (1-[5-(1,1-difluoro-ethyl)-furan-2-ylmethyl]-1H-pyrazol-3-ylamine), COC1=C(C=CC=C1OC)/C=C/C(=O)O ((E)-3-(2,3-dimethoxy-phenyl)-acrylic acid), 05b. Starting materials: C(C)(C)(C)N=C(N(C)C)N(C)C (2-(tert-butyl)-1,1,3,3-tetramethylguanidine), CC1=NOC(=C1COC1=CC=C(C=C1)S(=O)(=O)NC1=NC=C(C=C1)C)C (4-((3,5-dimethylisoxazol-4-yl)methoxy)-N-(5-methylpyridin-2-yl)benzenesulfonamide), BrCC(C)C (1-bromo-2-methylpropane). Solvent: C(C)#N (acetonitrile). Run at time 1 hour. Yields the product CC1=NOC(=C1COC1=CC=C(C=C1)S(=O)(=O)N(C1=NC=C(C=C1)C)CC(C)C)C (4-((3,5-dimethylisoxazol-4-yl)-methoxy)-N-isobutyl-N-(5-methylpyridin-2-yl)benzenesulfonamide). The yield is 4.0%. As a reaction SMILES: [CH3:1][C:2]1[C:6]([CH2:7][O:8][C:9]2[CH:14]=[CH:13][C:12]([S:15]([NH:18][C:19]3[CH:24]=[CH:23][C:22]([CH3:25])=[CH:21][N:20]=3)(=[O:17])=[O:16])=[CH:11][CH:10]=2)=[C:5]([CH3:26])[O:4][N:3]=1.[C:27](N=C(N(C)C)N(C)C)([CH3:30])([CH3:29])[CH3:28].BrCC(C)C>C(#N)C>[CH3:1][C:2]1[C:6]([CH2:7][O:8][C:9]2[CH:10]=[CH:11][C:12]([S:15]([N:18]([CH2:28][CH:27]([CH3:30])[CH3:29])[C:19]3[CH:24]=[CH:23][C:22]([CH3:25])=[CH:21][N:20]=3)(=[O:17])=[O:16])=[CH:13][CH:14]=2)=[C:5]([CH3:26])[O:4][N:3]=1. Reported procedure: To a solution of 4-((3,5-dimethylisoxazol-4-yl)methoxy)-N-(5-methylpyridin-2-yl)benzenesulfonamide (187 mg, 0.5 mmol) in acetonitrile (5 mL) stirred at room temperature, was added 2-(tert-butyl)-1,1,3,3-tetramethylguanidine (0.261 mL, 1.250 mmol). The mixture was stirred at room temperature for 1 hour, then 1-bromo-2-methylpropane (0.190 mL, 1.750 mmol) added. The reaction was then heated by microwaves to 160° C., for 25 minutes. After cooling, dicholormethane (5 mL) was added to the mixture and... Reactants: ClC1=NC2=C(S(C3=C1C=CC(=C3)C(=O)OC)(=O)=O)C=CC=C2 (methyl 11-chlorodibenzo[b,f][1,4]thiazepin-3-carboxylate 5,5-dioxide), ice water, S1(=O)(=O)CCCC1 (sulfolane), [BH4-].[Na+] (sodium borohydride). The solvent is CCOCC (ether), CCOCC (ether). Reaction conditions: time 2 hour. Yields the product C1=CC(=CC2=C1CNC1=C(S2(=O)=O)C=CC=C1)C(=O)OC (Methyl 10,11-dihydrodibenzo[b,f][1,4]thiazepin-3-carboxylate 5,5-Dioxide). Reaction SMILES: Cl[C:2]1[C:8]2[CH:9]=[CH:10][C:11]([C:13]([O:15][CH3:16])=[O:14])=[CH:12][C:7]=2[S:6](=[O:18])(=[O:17])[C:5]2[CH:19]=[CH:20][CH:21]=[CH:22][C:4]=2[N:3]=1.S1(CCCC1)(=O)=O.[BH4-].[Na+]>CCOCC>[CH:9]1[C:8]2[CH2:2][NH:3][C:4]3[CH:22]=[CH:21][CH:20]=[CH:19][C:5]=3[S:6](=[O:18])(=[O:17])[C:7]=2[CH:12]=[C:11]([C:13]([O:15][CH3:16])=[O:14])[CH:10]=1 |f:2.3|. Reported procedure: Suspend 6.7 gm. (20 mmole) of methyl 11-chlorodibenzo[b,f][1,4]thiazepin-3-carboxylate 5,5-dioxide in 60 ml. of sulfolane and stir under nitrogen at room temperature while adding 1.52 g. (40 mmole) of sodium borohydride in small portions. Control foaming, if desired, by adding small portions of dry ether. After 2 hours, pour the reaction mixture into 300 ml. of ice-water and 75 ml. of ether. Separate the precipitate by filtration, wash with water and dry in vacuo. Dissolve the precipitate in 175...